Dataset: the Open Reaction Database (ORD), a public repository of structured organic reaction records. Task: describe an organic reaction: reactants, conditions, products, and yield Starting materials: CC(C)(C)N(C([O-])=O)[C@H](\C=C\C(=O)N1CCC2=CC=CC=C12)CC(C)C (1,1-dimethylethyl[(1S,2E)-4-(2,3-dihydro-1H-indol-1-yl)-1-(2-methylpropyl)-4-oxo-2-buten-1-yl]carbamate), C(=O)(C(F)(F)F)O (TFA). The solvent is C(Cl)Cl (CH2Cl2). Reaction conditions: time 17.5 hour. Yields the product FC(C(=O)O)(F)F.N1(CCC2=CC=CC=C12)C(/C=C/[C@H](CC(C)C)N)=O ([(1S,2E)-4-(2,3-dihydro-1H-indol-1-yl)-1-(2-methylpropyl)-4-oxo-2-buten-1-yl]amine trifluoroacetate). Reaction SMILES: CC([N:5]([C@@H:9]([CH2:23][CH:24]([CH3:26])[CH3:25])/[CH:10]=[CH:11]/[C:12]([N:14]1[C:22]2[C:17](=[CH:18][CH:19]=[CH:20][CH:21]=2)[CH2:16][CH2:15]1)=[O:13])C(=O)[O-])(C)C.[C:27]([OH:33])([C:29]([F:32])([F:31])[F:30])=[O:28]>C(Cl)Cl>[F:30][C:29]([F:32])([F:31])[C:27]([OH:33])=[O:28].[N:14]1([C:12](=[O:13])/[CH:11]=[CH:10]/[C@@H:9]([NH2:5])[CH2:23][CH:24]([CH3:26])[CH3:25])[C:22]2[C:17](=[CH:18][CH:19]=[CH:20][CH:21]=2)[CH2:16][CH2:15]1 |f:3.4|. Procedure: To a solution of 1,1-dimethylethyl[(1S,2E)-4-(2,3-dihydro-1H-indol-1-yl)-1-(2-methylpropyl)-4-oxo-2-buten-1-yl]carbamate (3.21 g, 8.95 mmol) in CH2Cl2 (10.0 mL) was added TFA (10 mL, 130 mmol). The reaction mixture was stirred for 17.5 h at RT and then concentrated under reduced pressure and dried under high vacuum to afford the title compound. LC-MS m/z 259 (M+H)+, 0.76 min (ret time). Run in O1CCCC1 (tetrahydrofuran). Product: OC1=CC2=C(SC(=C2)C(C)=O)C=C1 (1-(5-hydroxybenzo[b]thiophen-2-yl]ethan-1-one). Reaction SMILES: C(O[C:10]1[C:18]2[CH:17]=[C:16]([C:19](=[O:21])[CH3:20])[S:15][C:14]=2[CH:13]=[CH:12][CH:11]=1)(=O)C1C=CC=CC=1.C(=O)([O-])[O-:23].[K+].[K+].[OH-].[Na+]>O1CCCC1>[OH:23][C:11]1[CH:12]=[CH:13][C:14]2[S:15][C:16]([C:19](=[O:21])[CH3:20])=[CH:17][C:18]=2[CH:10]=1 |f:1.2.3,4.5|. Isolated yield 83.0%. Reactants: C(C1=CC=CC=C1)(=O)OC1=CC=CC=2SC(=CC21)C(C)=O (2-acetylbenzo[b]thiophen-4-yl benzoate), C([O-])([O-])=O.[K+].[K+] (potassium carbonate), [OH-].[Na+] (sodium hydroxide). Reported procedure: A mixture of 2-acetylbenzo[b]thiophen-4-yl benzoate (0.13 g), potassium carbonate (0.18 g), tetrahydrofuran (25 ml) and 5M aqueous sodium hydroxide solution (10 ml) was heated under reflux for 1 hour, then cooled to ambient temperature and concentrated in vacuo. The aqueous residue was acidified by the addition of 5M hydrochloric acid (20 ml), then the product was extracted into dichloromethane (2×25 ml). The combined extracts were washed with water (20 ml), 10% aqueous sodium hydrogencarbonate ... Starting materials: CCCCP(CCCC)CCCC, CN1CCC(O)C(c2ccccc2)C1, ClCCl, Cl, O=C1c2ccccc2C(=S)N1c1ccccc1, c1ccccc1. The product is Cl, CN1CCC(Sc2ccccc2)C(c2ccccc2)C1. Reaction SMILES: [CH2:18]([P:19]([CH2:20][CH2:21][CH2:22][CH3:23])[CH2:24][CH2:25][CH2:26][CH3:27])[CH2:28][CH2:29][CH3:30].[CH3:31][N:32]1[CH2:33][CH:34]([c:39]2[cH:40][cH:41][cH:42][cH:43][cH:44]2)[CH:35]([OH:38])[CH2:36][CH2:37]1.[Cl:52][CH2:53][Cl:54].[ClH:45].[c:1]1([N:2]2[C:3](=[O:4])[c:5]3[cH:6][cH:7][cH:8][cH:9][c:10]3[C:11]2=[S:17])[cH:12][cH:13][cH:14][cH:15][cH:16]1.[cH:46]1[cH:47][cH:48][cH:49][cH:50][cH:51]1>>[ClH:45].[S:17]([CH:35]1[CH:34]([c:39]2[cH:40][cH:41][cH:42][cH:43][cH:44]2)[CH2:33][N:32]([CH3:31])[CH2:37][CH2:36]1)[c:46]1[cH:47][cH:48][cH:49][cH:50][cH:51]1. Starting materials: FC=1C=C(C=C(C1)F)CC(=O)NC(C(=O)OC)OC (Methyl 2-[(3,5-difluorophenyl)acetylamino]-2-methoxyacetate), [OH-].[Na+] (sodium hydroxide). The solvent is O1CCOCC1 (dioxane). Product: FC=1C=C(C=C(C1)F)CC(=O)NC(C(=O)O)OC (2-[(3,5-Difluorophenyl)acetylamino]-2-methoxyacetic acid), white powder. Reaction SMILES: [F:1][C:2]1[CH:3]=[C:4]([CH2:9][C:10]([NH:12][CH:13]([O:18][CH3:19])[C:14]([O:16]C)=[O:15])=[O:11])[CH:5]=[C:6]([F:8])[CH:7]=1.[OH-].[Na+]>O1CCOCC1>[F:1][C:2]1[CH:3]=[C:4]([CH2:9][C:10]([NH:12][CH:13]([O:18][CH3:19])[C:14]([OH:16])=[O:15])=[O:11])[CH:5]=[C:6]([F:8])[CH:7]=1 |f:1.2|. Procedure details: Methyl 2-[(3,5-difluorophenyl)acetylamino]-2-methoxyacetate 2A (0.4 g) was dissolved in 10 mL of dioxane and treated with 2.8 mL of a 1.0 N aqueous sodium hydroxide solution. After 1.5 h most of the solvent was removed by evaporation at reduced pressure. The mixture was acidified with an aqueous solution of sodium bisulfate and washed with two successive portions of ether. The combined organic extracts were washed with brine and then dried with magnesium sulfate. The solution was filtered and th... Reactants: Cl[Si](C)(C)C (chlorotrimethyl silane), N[C@H](C(=O)O)CCCC1OCCO1 ((S)-α-amino-1,3-dioxolane-2-pentanoic acid), S(=O)(OC)OC (dimethyl sulfite). Solvent: CO (methanol). Reaction conditions: temperature 42 celsius, time 16 hour. Yields the product N[C@H](C(=O)OC)CCCC(OC)OC ((S)-2-Amino-6,6-dimethoxyhexanoic acid, methyl ester). Yield: 13.0%. Reaction SMILES: Cl[Si](C)(C)C.[NH2:6][C@@H:7]([CH2:11][CH2:12][CH2:13][CH:14]1[O:18][CH2:17][CH2:16][O:15]1)[C:8]([OH:10])=[O:9].S(OC)(O[CH3:22])=O>CO>[NH2:6][C@@H:7]([CH2:11][CH2:12][CH2:13][CH:14]([O:18][CH3:17])[O:15][CH3:16])[C:8]([O:10][CH3:22])=[O:9]. Reported procedure: Under nitrogen, chlorotrimethyl silane (532 g) was added to a slurry of (S)-α-amino-1,3-dioxolane-2-pentanoic acid (380 g) and dimethyl sulfite (228 g) in methanol (4560 ml) to afford a homogeneous solution. Following the observation of an exotherm to 29° C., the solution was heated to 42° C., stirred at that temperature for 8 hours at about 22° C. for 16 hours. In process HPLC analysis showed that a 93 M % yield of product was obtained. A portion of the resulting solution containing 53.4 g of t... Reactants: [Cl-].[Cl-].[Cl-].C1(C=CC=C1)[Zr+3] (cyclopentadienylzirconium trichloride), C[Si]1(CCC1)C1C=CC2=CC=CC=C12.[Li] (lithium 1-(1-methyl-1-silacyclobutyl)indene), C[Si]1(CCC1)C1C=CC2=CC=CC=C12.[Li] (lithium 1-(1-methyl-1-silacyclobutyl)indene). Run in ClCCl (dichloromethane), ClCCl (dichloromethane). Conditions: time 8 hour. Yields the product [Cl-].[Cl-].C[Si]1(CCC1)C=1C(C2=CC=CC=C2C1)[Zr+2]C1C=CC=C1 (((1-methyl-1-silacyclobutyl)-indenyl)(cyclopentadienyl)zirconium dichloride). Yield: 144.1%. RXN SMILES: [Cl-:1].[Cl-].[Cl-].[CH:4]1([Zr+3:9])[CH:8]=[CH:7][CH:6]=[CH:5]1.[CH3:10][Si:11]1([CH:15]2[C:23]3[C:18](=[CH:19][CH:20]=[CH:21][CH:22]=3)[CH:17]=[CH:16]2)[CH2:14][CH2:13][CH2:12]1.[Li]>ClCCl>[Cl-:1].[Cl-:1].[CH3:10][Si:11]1([C:15]2[CH:23]([Zr+2:9][CH:4]3[CH:8]=[CH:7][CH:6]=[CH:5]3)[C:18]3[C:17]([CH:16]=2)=[CH:22][CH:21]=[CH:20][CH:19]=3)[CH2:12][CH2:13][CH2:14]1 |f:0.1.2.3,4.5,7.8.9,^1:23|. Procedure: 5 g (19.03 mmol) of cyclopentadienylzirconium trichloride (CpZrCl3) was placed into a flask with 20 mL of dichloromethane to form suspension. 3.92 g (19.03 mmol) of lithium 1-(1-methyl-1-silacyclobutyl)indene was also placed into another flask with 20 mL of dichloromethane to form suspension. The suspension of CpZrCl3 in the first flask was slowly added into the suspension of lithium 1-(1-methyl-1-silacyclobutyl)indene in the second flask, and then the remained reactant in the first flask was wa... Starting materials: CN1CCCC1=O, CN1CCc2[nH]c3ccc(Cl)cc3c2C1(C)C, C=Cc1ccc(C(F)(F)F)nc1, [K+], [OH-]. Yields the product CN1CCc2c(c3cc(Cl)ccc3n2CCc2ccc(C(F)(F)F)nc2)C1(C)C. RXN SMILES: [CH3:32][N:33]1[CH2:34][CH2:35][CH2:36][C:37]1=[O:38].[Cl:1][c:2]1[cH:3][c:4]2[c:5]3[c:6]([nH:7][c:8]2[cH:9][cH:10]1)[CH2:11][CH2:12][N:13]([CH3:17])[C:14]3([CH3:15])[CH3:16].[F:18][C:19]([c:20]1[n:21][cH:22][c:23]([CH:26]=[CH2:27])[cH:24][cH:25]1)([F:28])[F:29].[K+:31].[OH-:30]>>[Cl:1][c:2]1[cH:3][c:4]2[c:5]3[c:6]([n:7]([CH2:27][CH2:26][c:23]4[cH:22][n:21][c:20]([C:19]([F:18])([F:28])[F:29])[cH:25][cH:24]4)[c:8]2[cH:9][cH:10]1)[CH2:11][CH2:12][N:13]([CH3:17])[C:14]3([CH3:15])[CH3:16]. Reactants: NC1=C(OCOC)C(=CC(=C1)OC)C(C)(C)C ((2-Amino-4-methoxy-6-tert-butylphenoxy)methoxymethane), C1(=CC=CC=C1)NC1CCC(CC1)NC(=O)OCC1=CC=CC=C1 (N-phenyl-N-(4-benzyloxycarbonylaminocyclohexyl)amine), ClC(Cl)(OC(OC(Cl)(Cl)Cl)=O)Cl (triphosgene). Reaction SMILES: [NH2:1][C:2]1[CH:11]=[C:10]([O:12][CH3:13])[CH:9]=[C:8]([C:14]([CH3:17])([CH3:16])[CH3:15])[C:3]=1[O:4][CH2:5][O:6][CH3:7].[C:18]1([NH:24][CH:25]2[CH2:30][CH2:29][CH:28]([NH:31][C:32]([O:34][CH2:35][C:36]3[CH:41]=[CH:40][CH:39]=[CH:38][CH:37]=3)=[O:33])[CH2:27][CH2:26]2)[CH:23]=[CH:22][CH:21]=[CH:20][CH:19]=1.Cl[C:43](Cl)([O:45]C(=O)OC(Cl)(Cl)Cl)Cl>>[C:18]1([N:24]([CH:25]2[CH2:30][CH2:29][CH:28]([NH:31][C:32]([O:34][CH2:35][C:36]3[CH:41]=[CH:40][CH:39]=[CH:38][CH:37]=3)=[O:33])[CH2:27][CH2:26]2)[C:43](=[O:45])[NH:1][C:2]2[CH:11]=[C:10]([O:12][CH3:13])[CH:9]=[C:8]([C:14]([CH3:17])([CH3:16])[CH3:15])[C:3]=2[O:4][CH2:5][O:6][CH3:7])[CH:19]=[CH:20][CH:21]=[CH:22][CH:23]=1. The product is C1(=CC=CC=C1)N(C(NC1=C(OCOC)C(=CC(=C1)OC)C(C)(C)C)=O)C1CCC(CC1)NC(=O)OCC1=CC=CC=C1 ({2-[3-phenyl-3-(4-benzyloxycarbonylaminocyclohexyl)ureido]-4-methoxy-6-tert-butylphenoxy}methoxymethane). Procedure: (2-Amino-4-methoxy-6-tert-butylphenoxy)methoxymethane, N-phenyl-N-(4-benzyloxycarbonylaminocyclohexyl)amine and triphosgene were treated in the same manner as described in Example 53 to give {2-[3-phenyl-3-(4-benzyloxycarbonylaminocyclohexyl)ureido]-4-methoxy-6-tert-butylphenoxy}methoxymethane (melting point: 145°-154° C.). Yields the product C(CCCCCCCCCCC)(=O)ONC(C1=CC=C(CN(C(OC(C)(C)C)=O)CC2=CC=C(C=C2)C(F)(F)F)C=C1)=N (Tert-Butyl 4-[[(dodecanoyloxy)amino](imino)methyl]benzyl[4-(trifluoromethyl)benzyl]carbamate). The reactants are ONC(C1=CC=C(CN(C(OC(C)(C)C)=O)CC2=CC=C(C=C2)C(F)(F)F)C=C1)=N (tert-butyl 4-[(hydroxyamino)(imino)methyl]benzyl[4-(trifluoromethyl)benzyl]carbamate), C(CCCCCCCCCCC)(=O)O (dodecanoic acid). Procedure details: The same procedure as employed in the preparation of Example 10 (step a) but using tert-butyl 4-[(hydroxyamino)(imino)methyl]benzyl[4-(trifluoromethyl)benzyl]carbamate and dodecanoic acid gave the title compound as a colorless oil (95%). 1H NMR (CD3OD, 300 MHz) δ 7.68 (d, 2H, J=7.9 Hz), 7.59 (d, 2H, J=8.0 Hz), 7.27 (m, 4H), 5.08 (br s, 2H), 4.42 (m, 4H), 2.49 (m, 2H), 1.72 (m, 2H), 1.49 (s, 9H), 1.27 (br s, 16H), 0.88 (m, 3H). HPLC (Condition A), Rt: 7.06 min (HPLC purity: 86.0%). As a reaction SMILES: [OH:1][NH:2][C:3](=[NH:30])[C:4]1[CH:29]=[CH:28][C:7]([CH2:8][N:9]([CH2:17][C:18]2[CH:23]=[CH:22][C:21]([C:24]([F:27])([F:26])[F:25])=[CH:20][CH:19]=2)[C:10](=[O:16])[O:11][C:12]([CH3:15])([CH3:14])[CH3:13])=[CH:6][CH:5]=1.[C:31](O)(=[O:43])[CH2:32][CH2:33][CH2:34][CH2:35][CH2:36][CH2:37][CH2:38][CH2:39][CH2:40][CH2:41][CH3:42]>>[C:31]([O:1][NH:2][C:3](=[NH:30])[C:4]1[CH:5]=[CH:6][C:7]([CH2:8][N:9]([CH2:17][C:18]2[CH:23]=[CH:22][C:21]([C:24]([F:26])([F:25])[F:27])=[CH:20][CH:19]=2)[C:10](=[O:16])[O:11][C:12]([CH3:14])([CH3:15])[CH3:13])=[CH:28][CH:29]=1)(=[O:43])[CH2:32][CH2:33][CH2:34][CH2:35][CH2:36][CH2:37][CH2:38][CH2:39][CH2:40][CH2:41][CH3:42]. Yield: 95.0%.